This data is from the Open Reaction Database (ORD), a public repository of structured organic reaction records. The task is: describe an organic reaction: reactants, conditions, products, and yield Reactants: OCCN(C(=O)C=1SC=2CCOC3=C(C2N1)C=C(C=C3)Br)C(C)C (9-Bromo-4,5-dihydro-6-oxa-3-thia-1-aza-benzo[e]azulene-2-carboxylic acid (2-hydroxy-ethyl)-isopropyl-amide), CC1(OB(OC1(C)C)C=1C=NN(C1)C[C@@H](C)O)C ((R)-1-(4-(4,4,5,5-tetramethyl-1,3,2-dioxaborolan-2-yl)1H-pyrazol-1-yl)propan-2-ol). Yields the product OCCN(C(=O)C=1SC=2CCOC3=C(C2N1)C=C(C=C3)C=3C=NN(C3)C[C@@H](C)O)C(C)C (9-[1-((R)-2-Hydroxy-propyl)-1H-pyrazol-4-yl]-4,5-dihydro-6-oxa-3-thia-1-aza-benzo[e]azulene-2-carboxylic acid (2-hydroxy-ethyl)-isopropyl-amide). Yield: 9.6%. As a reaction SMILES: [OH:1][CH2:2][CH2:3][N:4]([CH:22]([CH3:24])[CH3:23])[C:5]([C:7]1[S:8][C:9]2[CH2:10][CH2:11][O:12][C:13]3[CH:20]=[CH:19][C:18](Br)=[CH:17][C:14]=3[C:15]=2[N:16]=1)=[O:6].CC1(C)C(C)(C)OB([C:33]2[CH:34]=[N:35][N:36]([CH2:38][C@H:39]([OH:41])[CH3:40])[CH:37]=2)O1>>[OH:1][CH2:2][CH2:3][N:4]([CH:22]([CH3:24])[CH3:23])[C:5]([C:7]1[S:8][C:9]2[CH2:10][CH2:11][O:12][C:13]3[CH:20]=[CH:19][C:18]([C:33]4[CH:34]=[N:35][N:36]([CH2:38][C@H:39]([OH:41])[CH3:40])[CH:37]=4)=[CH:17][C:14]=3[C:15]=2[N:16]=1)=[O:6]. Procedure: Following the procedure for 277, 9-Bromo-4,5-dihydro-6-oxa-3-thia-1-aza-benzo[e]azulene-2-carboxylic acid (2-hydroxy-ethyl)-isopropyl-amide (418 mg, 1.02 mmol) and (R)-1-(4-(4,4,5,5-tetramethyl-1,3,2-dioxaborolan-2-yl)1H-pyrazol-1-yl)propan-2-ol (307.4 mg, 1.22 mmol) were reacted to give 369 (44.8 mg, 10% yield, M+1 457.1).